This data is from the Open Reaction Database (ORD), a public repository of structured organic reaction records. The task is: describe an organic reaction: reactants, conditions, products, and yield Starting materials: C=O (formaldehyde), C(C)(C)(C)O[C@H](C(=O)OC)C1=C(C2=C(N=C(S2)C2=NC(=NC=C2)N2C[C@H](NCC2)C)C=C1C)C1=CC=C(C=C1)Cl ((S)-methyl 2-tert-butoxy-2-(7-(4-chlorophenyl)-5-methyl-2-(2-((R)-3-methylpiperazin-1-yl)pyrimidin-4-yl)benzo[d]thiazol-6-yl)acetate), C(C)(=O)O[BH-](OC(C)=O)OC(C)=O.[Na+] (sodium triacetoxyborohydride), C(C)(=O)O (acetic acid). Solvent: CN(C)C=O (DMF). Reaction conditions: temperature 60 celsius. Product: C(C)(C)(C)O[C@H](C(=O)OC)C1=C(C2=C(N=C(S2)C2=NC(=NC=C2)N2C[C@H](N(CC2)C)C)C=C1C)C1=CC=C(C=C1)Cl ((S)-methyl 2-tert-butoxy-2-(7-(4-chlorophenyl)-2-(2-((R)-3,4-dimethylpiperazin-1-yl)pyrimidin-4-yl)-5-methylbenzo[d]thiazol-6-yl)acetate). RXN SMILES: [C:1]([O:5][C@@H:6]([C:11]1[C:32]([CH3:33])=[CH:31][C:14]2[N:15]=[C:16]([C:18]3[CH:23]=[CH:22][N:21]=[C:20]([N:24]4[CH2:29][CH2:28][NH:27][C@H:26]([CH3:30])[CH2:25]4)[N:19]=3)[S:17][C:13]=2[C:12]=1[C:34]1[CH:39]=[CH:38][C:37]([Cl:40])=[CH:36][CH:35]=1)[C:7]([O:9][CH3:10])=[O:8])([CH3:4])([CH3:3])[CH3:2].[C:41](O[BH-](OC(=O)C)OC(=O)C)(=O)C.[Na+].C(O)(=O)C.C=O>CN(C=O)C>[C:1]([O:5][C@@H:6]([C:11]1[C:32]([CH3:33])=[CH:31][C:14]2[N:15]=[C:16]([C:18]3[CH:23]=[CH:22][N:21]=[C:20]([N:24]4[CH2:29][CH2:28][N:27]([CH3:41])[C@H:26]([CH3:30])[CH2:25]4)[N:19]=3)[S:17][C:13]=2[C:12]=1[C:34]1[CH:35]=[CH:36][C:37]([Cl:40])=[CH:38][CH:39]=1)[C:7]([O:9][CH3:10])=[O:8])([CH3:2])([CH3:3])[CH3:4] |f:1.2|. Procedure details: To crude (S)-methyl 2-tert-butoxy-2-(7-(4-chlorophenyl)-5-methyl-2-(2-((R)-3-methylpiperazin-1-yl)pyrimidin-4-yl)benzo[d]thiazol-6-yl)acetate (45.8 mg, 0.079 mmol) and sodium triacetoxyborohydride (83.7 mg, 0.395 mmol) in DMF (1 mL) was added acetic acid (23.7 mg, 22.6 μL, 0.395 mmol). The reaction mixture was heated to 60° C., then 37% w/w aq. formaldehyde (9.48 mg, 23.5 μL, 0.316 mmol) was added dropwise over 1 min. The reaction mixture was heated at 60° C. for 2 h. Upon completion of the reac...